This data is from the Open Reaction Database (ORD), a public repository of structured organic reaction records. The task is: describe an organic reaction: reactants, conditions, products, and yield RXN SMILES: [CH:2]1([c:5]2[n:6][c:7]([C:13]([Cl:14])([Cl:15])[Cl:16])[n:8][c:9]([O:11][CH3:12])[n:10]2)[CH2:3][CH2:4]1.[NH3:1].[O:17]1[CH2:18][CH2:19][CH2:20][CH2:21]1>>[NH2:1][c:7]1[n:6][c:5]([CH:2]2[CH2:3][CH2:4]2)[n:10][c:9]([O:11][CH3:12])[n:8]1. Product: COc1nc(N)nc(C2CC2)n1. The reactants are COc1nc(C2CC2)nc(C(Cl)(Cl)Cl)n1, N, C1CCOC1. Starting materials: Fc1ccc(F)c(Br)c1, C1CCOC1, [Li]CCCC, CN(C)C=O, CC(C)NC(C)C. The product is O=Cc1c(F)ccc(F)c1Br. As a reaction SMILES: [Br:13][c:14]1[c:15]([F:21])[cH:16][cH:17][c:18]([F:20])[cH:19]1.[CH2:27]1[O:28][CH2:29][CH2:30][CH2:31]1.[CH2:8]([Li:9])[CH2:10][CH2:11][CH3:12].[CH3:22][N:23]([CH:24]=[O:25])[CH3:26].[CH:1]([NH:2][CH:3]([CH3:4])[CH3:5])([CH3:6])[CH3:7]>>[Br:13][c:14]1[c:15]([F:21])[cH:16][cH:17][c:18]([F:20])[c:19]1[CH:24]=[O:25].